From a dataset of the Open Reaction Database (ORD), a public repository of structured organic reaction records. describe an organic reaction: reactants, conditions, products, and yield The reactants are CC(C)c1ccc(Br)c([N+](=O)[O-])c1, CN(C)C=O, [Cl-], [Cl-], [Cl-], Cl, N#C[Cu], [Fe+3], O, O, O, O, O, O, O. Yields the product CC(C)c1ccc(C#N)c([N+](=O)[O-])c1. RXN SMILES: [Br:1][c:2]1[c:3]([N+:11](=[O:12])[O-:13])[cH:4][c:5]([CH:8]([CH3:9])[CH3:10])[cH:6][cH:7]1.[CH3:17][N:18]([CH3:19])[CH:20]=[O:21].[Cl-:30].[Cl-:32].[Cl-:33].[ClH:23].[Cu:14][C:15]#[N:16].[Fe+3:31].[OH2:22].[OH2:24].[OH2:25].[OH2:26].[OH2:27].[OH2:28].[OH2:29]>>[c:2]1([C:15]#[N:16])[c:3]([N+:11](=[O:12])[O-:13])[cH:4][c:5]([CH:8]([CH3:9])[CH3:10])[cH:6][cH:7]1. Reactants: Brc1ccncc1, C#Cc1ccc(CCC(=O)OC)cc1, Cl. Product: COC(=O)CCc1ccc(C#Cc2ccncc2)cc1. Reaction SMILES: [Br:16][c:17]1[cH:18][cH:19][n:20][cH:21][cH:22]1.[C:1](#[CH:2])[c:3]1[cH:4][cH:5][c:6]([CH2:9][CH2:10][C:11](=[O:12])[O:13][CH3:14])[cH:7][cH:8]1.[ClH:15]>>[C:1](#[C:2][c:17]1[cH:18][cH:19][n:20][cH:21][cH:22]1)[c:3]1[cH:4][cH:5][c:6]([CH2:9][CH2:10][C:11](=[O:12])[O:13][CH3:14])[cH:7][cH:8]1. Starting materials: CC(C)O, CCOC(=O)N1CCC(N2CCN(CC(=O)Nc3c(C)cccc3C)CC2)CC1Cc1ccc(Cl)c(Cl)c1, [K+], [OH-]. The product is Cc1cccc(C)c1NC(=O)CN1CCN(C2CCNC(Cc3ccc(Cl)c(Cl)c3)C2)CC1. As a reaction SMILES: [CH3:41][CH:42]([OH:43])[CH3:44].[Cl:1][c:2]1[cH:3][c:4]([CH2:9][CH:10]2[N:11]([C:34]([O:35][CH2:36][CH3:37])=[O:38])[CH2:12][CH2:13][CH:14]([N:16]3[CH2:17][CH2:18][N:19]([CH2:22][C:23](=[O:24])[NH:25][c:26]4[c:27]([CH3:33])[cH:28][cH:29][cH:30][c:31]4[CH3:32])[CH2:20][CH2:21]3)[CH2:15]2)[cH:5][cH:6][c:7]1[Cl:8].[K+:40].[OH-:39]>>[Cl:1][c:2]1[cH:3][c:4]([CH2:9][CH:10]2[NH:11][CH2:12][CH2:13][CH:14]([N:16]3[CH2:17][CH2:18][N:19]([CH2:22][C:23](=[O:24])[NH:25][c:26]4[c:27]([CH3:33])[cH:28][cH:29][cH:30][c:31]4[CH3:32])[CH2:20][CH2:21]3)[CH2:15]2)[cH:5][cH:6][c:7]1[Cl:8]. Starting materials: ClC1=C(C=C(C=N1)C12CCCN2CCC1)C (7a-(6-Chloro-5-methyl-3-pyridinyl)-hexahydro-1H-pyrrolizine), Cl (HCl). Run in CCOCC (Et2O), CCOCC (Et2O). The product is Cl.ClC1=C(C=C(C=N1)C12CCCN2CCC1)C (7a-(6-chloro-5-methyl-3-pyridinyl)-hexahydro-1H-pyrrolizine hydrochloride salt). RXN SMILES: [Cl:1][C:2]1[N:7]=[CH:6][C:5]([C:8]23[CH2:15][CH2:14][CH2:13][N:12]2[CH2:11][CH2:10][CH2:9]3)=[CH:4][C:3]=1[CH3:16].Cl>CCOCC>[ClH:1].[Cl:1][C:2]1[N:7]=[CH:6][C:5]([C:8]23[CH2:15][CH2:14][CH2:13][N:12]2[CH2:11][CH2:10][CH2:9]3)=[CH:4][C:3]=1[CH3:16] |f:3.4|. Procedure details: 7a-(6-Chloro-5-methyl-3-pyridinyl)-hexahydro-1H-pyrrolizine (245 mg, 1.03 mmol) was dissolved in Et2O, and Et2O saturated with HCl (g) was added. The solvent was removed, and the solid was crystallized from MeOH/Et2O and dried to afford the title compound as white plates: mp 179°-180° C.; 1H NMR D2O, 300 MHz) δ2.14-2.48 (m, 9H) 2.56-2.65 (m, 2H), 3.34-3.42 (m, 2H), 3.79-3.87 (m, 2H), 7.89 (d, J=3.0 Hz, 1H), 8.33 (d. J=3.0 Hz, 1H); MS (CI/NH3) m/z: 237/239 (M+H)+ ; MS (CI/NH3): m/z 237 (M+H+). An... The reactants are [Br-], COCOc1ccc2c(c1C(=O)N(C)OC)OCO2, C[Mg+], O=C(O)C(=O)O. Product: COCOc1ccc2c(c1C(C)=O)OCO2. Reaction SMILES: [Br-:20].[CH3:1][O:2][N:3]([C:4]([c:5]1[c:6]([O:14][CH2:15][O:16][CH3:17])[cH:7][cH:8][c:9]2[c:10]1[O:11][CH2:12][O:13]2)=[O:18])[CH3:19].[CH3:21][Mg+:22].[OH:23][C:24]([C:25](=[O:26])[OH:27])=[O:28]>>[C:4]([c:5]1[c:6]([O:14][CH2:15][O:16][CH3:17])[cH:7][cH:8][c:9]2[c:10]1[O:11][CH2:12][O:13]2)(=[O:18])[CH3:24]. Reactants: C1COCCO1, Cc1ccc(C(=O)Nc2cccc(C(F)(F)F)c2)cc1-c1ccc([N+](=O)[O-])cc1, Nc1ccccc1, [NH4+], [Na+], [Na+], [OH-], O, O=S([O-])S(=O)[O-]. Yields the product Cc1ccc(C(=O)Nc2cccc(C(F)(F)F)c2)cc1-c1ccc(N)cc1. Reaction SMILES: [CH2:30]1[O:31][CH2:32][CH2:33][O:34][CH2:35]1.[CH3:1][c:2]1[cH:3][cH:4][c:5]([C:17](=[O:18])[NH:19][c:20]2[cH:21][c:22]([C:26]([F:27])([F:28])[F:29])[cH:23][cH:24][cH:25]2)[cH:6][c:7]1-[c:8]1[cH:9][cH:10][c:11]([N+:14]([O-:15])=[O:16])[cH:12][cH:13]1.[NH2:47][c:48]1[cH:49][cH:50][cH:51][cH:52][cH:53]1.[NH4+:37].[Na+:45].[Na+:46].[OH-:38].[OH2:36].[S:39]([S:40]([O-:41])=[O:42])([O-:43])=[O:44]>>[CH3:1][c:2]1[cH:3][cH:4][c:5]([C:17](=[O:18])[NH:19][c:20]2[cH:21][c:22]([C:26]([F:27])([F:28])[F:29])[cH:23][cH:24][cH:25]2)[cH:6][c:7]1-[c:8]1[cH:9][cH:10][c:11]([NH2:14])[cH:12][cH:13]1. Starting materials: [N+](=O)(O)[O-] (nitric acid), C1(=CC=CC=C1)C (toluene), [N+](=O)([O-])C1=CC=CC=C1 (nitrobenzene), [N+](=O)(O)[O-] (nitric acid), [O-]S(=O)(=O)[O-].[Ca+2] (Drierite), C1(=CC=CC=C1)C (toluene), anhydrite, C1(=CC=CC=C1)C (toluene). Run at time 3 hour. The product is [N+](=O)([O-])C1=CC=C(C=C1)C (mononitrotoluene). The yield is 89.0%. Reaction SMILES: [N+:1]([O-:4])(O)=[O:2].[O-]S([O-])(=O)=O.[Ca+2].[N+](C1C=CC=CC=1)([O-])=O.[C:20]1([CH3:26])[CH:25]=[CH:24][CH:23]=[CH:22][CH:21]=1>>[N+:1]([C:23]1[CH:24]=[CH:25][C:20]([CH3:26])=[CH:21][CH:22]=1)([O-:4])=[O:2] |f:1.2|. Reported procedure: A 100 gram portion of the powdered, soluble anhydrite (Drierite) was added to 100 milliliters toluene and mixed therein. A 13.6 gram portion of anhydrous nitric acid was added to the mixture of toluene and soluble anhydrite drop by drop over a 30 minute period. After all of the nitric acid was added to the toluene-soluble anhydrite mixture, the reaction was permitted to continue for 3 hours at 25° C. Then 26 grams nitrobenzene was added to the reaction medium and the medium was stirred for an ad... Starting materials: CN(C)C=O, O=C1CCC(=O)N1Cl, CC1(C)CCc2ccc(F)c(N)c2O1. Yields the product CC1(C)CCc2c(Cl)cc(F)c(N)c2O1. RXN SMILES: [CH3:23][N:24]([CH3:25])[CH:26]=[O:27].[Cl:15][N:16]1[C:17](=[O:18])[CH2:19][CH2:20][C:21]1=[O:22].[NH2:1][c:2]1[c:3]([F:14])[cH:4][cH:5][c:6]2[c:11]1[O:10][C:9]([CH3:12])([CH3:13])[CH2:8][CH2:7]2>>[NH2:1][c:2]1[c:3]([F:14])[cH:4][c:5]([Cl:15])[c:6]2[c:11]1[O:10][C:9]([CH3:12])([CH3:13])[CH2:8][CH2:7]2. The reactants are Brc1ccc2c(c1)C(c1ccccc1)=NCCN2, O=C([O-])[O-], CN(C)C=O, OB(O)c1ccncc1F, [K+], [K+], O, Cl[Pd]Cl, c1ccc(P(c2ccccc2)c2ccccc2)cc1, c1ccc(P(c2ccccc2)c2ccccc2)cc1. The product is Fc1cnccc1-c1ccc2c(c1)C(c1ccccc1)=NCCN2. Reaction SMILES: [Br:1][c:2]1[cH:3][cH:4][c:5]2[c:6]([cH:18]1)[C:7]([c:12]1[cH:13][cH:14][cH:15][cH:16][cH:17]1)=[N:8][CH2:9][CH2:10][NH:11]2.[C:34](=[O:35])([O-:36])[O-:37].[CH3:19][N:20]([CH3:21])[CH:22]=[O:23].[F:24][c:25]1[cH:26][n:27][cH:28][cH:29][c:30]1[B:31]([OH:32])[OH:33].[K+:38].[K+:39].[OH2:81].[Pd:40]([Cl:41])[Cl:42].[c:43]1([P:44]([c:45]2[cH:46][cH:47][cH:48][cH:49][cH:50]2)[c:51]2[cH:52][cH:53][cH:54][cH:55][cH:56]2)[cH:57][cH:58][cH:59][cH:60][cH:61]1.[c:62]1([P:63]([c:64]2[cH:65][cH:66][cH:67][cH:68][cH:69]2)[c:70]2[cH:71][cH:72][cH:73][cH:74][cH:75]2)[cH:76][cH:77][cH:78][cH:79][cH:80]1>>[c:2]1(-[c:30]2[c:25]([F:24])[cH:26][n:27][cH:28][cH:29]2)[cH:3][cH:4][c:5]2[c:6]([cH:18]1)[C:7]([c:12]1[cH:13][cH:14][cH:15][cH:16][cH:17]1)=[N:8][CH2:9][CH2:10][NH:11]2. Reactants: saturated solution, C(\C=C\C(=O)O)(=O)O (fumaric acid), COC1=CC=C(C=C1)C=1N(C=CC1)CCNC(C)=O (N-[2-[2-(p-Methoxyphenyl)-pyrrol-1-yl]ethyl]-acetamide), P(=O)(Cl)(Cl)Cl (phosphorus oxychloride), [OH-].[Na+] (sodium hydroxide), [OH-].[Na+] (sodium hydroxide). Run in C(C)O (ethanol), O (water). Run at time 0.5 hour. The product is C(\C=C\C(=O)O)(=O)O.COC1=CC=C(C=C1)C1=CC=C2N1CCN=C2C (3,4-dihydro-6-(p-methoxyphenyl)-1-methyl-pyrrolo[1,2-a]pyrazine fumarate). Isolated yield 42.0%. RXN SMILES: [CH3:1][O:2][C:3]1[CH:8]=[CH:7][C:6]([C:9]2[N:10]([CH2:14][CH2:15][NH:16][C:17](=O)[CH3:18])[CH:11]=[CH:12][CH:13]=2)=[CH:5][CH:4]=1.P(Cl)(Cl)(Cl)=O.[OH-].[Na+].[C:27]([OH:34])(=[O:33])/[CH:28]=[CH:29]/[C:30]([OH:32])=[O:31]>O.C(O)C>[C:27]([OH:34])(=[O:33])/[CH:28]=[CH:29]/[C:30]([OH:32])=[O:31].[CH3:1][O:2][C:3]1[CH:8]=[CH:7][C:6]([C:9]2[N:10]3[CH2:14][CH2:15][N:16]=[C:17]([CH3:18])[C:11]3=[CH:12][CH:13]=2)=[CH:5][CH:4]=1 |f:2.3,7.8|. Procedure: N-[2-[2-(p-Methoxyphenyl)-pyrrol-1-yl]ethyl]-acetamide (2.1 g) was treated with 10 ml of phosphorus oxychloride under argon and boiled for 1/2 hour while stirring. The reaction mixture was hydrolyzed at 0° C. with 100 ml of 2N sodium hydroxide solution and 50 ml of 28% sodium hydroxide solution, diluted with 600 ml of water and extracted three times with 100 ml of methylene chloride each time. The organic extracts were combined, dried with MgSO4 and freed from solvent. 1.0 g of a total of 2.0 g ...